Task: describe an organic reaction: reactants, conditions, products, and yield. Dataset: the Open Reaction Database (ORD), a public repository of structured organic reaction records Reactants: OC=1C=C(N)C=CC1 (3-hydroxyaniline), ClC1=NC=C(C(=N1)NC=1C=C2C=CC=NC2=CC1)F (2-chloro-5-fluoro-N4-(quinolin-6-yl)-4-pyrimidineamine). Yields the product FC=1C(=NC(=NC1)NC1=CC(=CC=C1)O)NC=1C=C2C=CC=NC2=CC1 (5-fluoro-N2-(3-hydroxyphenyl)-N4-(quinolin-6-yl)-2,4-pyrimidinediamine). Reaction SMILES: [OH:1][C:2]1[CH:3]=[C:4]([CH:6]=[CH:7][CH:8]=1)[NH2:5].Cl[C:10]1[N:15]=[C:14]([NH:16][C:17]2[CH:18]=[C:19]3[C:24](=[CH:25][CH:26]=2)[N:23]=[CH:22][CH:21]=[CH:20]3)[C:13]([F:27])=[CH:12][N:11]=1>>[F:27][C:13]1[C:14]([NH:16][C:17]2[CH:18]=[C:19]3[C:24](=[CH:25][CH:26]=2)[N:23]=[CH:22][CH:21]=[CH:20]3)=[N:15][C:10]([NH:5][C:4]2[CH:6]=[CH:7][CH:8]=[C:2]([OH:1])[CH:3]=2)=[N:11][CH:12]=1. Procedure: In like manner to the preparation of N4-(3-chloro-4-trifluoromethoxyphenyl)-5-fluoro-N2-(3-hydroxyphenyl)-2,4-pyrimidineamine, the reaction of 3-hydroxyaniline with 2-chloro-5-fluoro-N4-(quinolin-6-yl)-4-pyrimidineamine gave 5-fluoro-N2-(3-hydroxyphenyl)-N4-(quinolin-6-yl)-2,4-pyrimidinediamine. 1H NMR (DMSO-d6): δ 10.50 (s, 1H), 10.14 (s, 1H), 8.29 (d, 1H, J=4.8 Hz), 8.14 (d, 1H, J=1.8 Hz), 7.96 (d, 1H, J=9.3 Hz), 7.83 (dd, 1H, J=2.4 and 9.0 Hz), 7.40 (d, 1H, J=8.7 Hz), 7.04 (t, 1H, J=8.1 Hz), ...